This data is from the Open Reaction Database (ORD), a public repository of structured organic reaction records. The task is: describe an organic reaction: reactants, conditions, products, and yield Reactants: 3-chloro, C(\C=C/C(=O)O)(=O)O.ClC1=CC2=C(N=N1)CCNC2 (3-chloro-5,6,7,8-tetrahydropyrido[4,3-c]pyridazine maleate), ClC1=C(C(=O)Cl)C=CC=C1 (o-chlorobenzoyl chloride), ClC1=C(C(=O)C2=CC3=C(N=N2)CCNC3)C=CC=C1 (o-chlorobenzoyl-5,6,7,8-tetrahydropyrido[4,3-c]pyridazine), Example 8 ( g ). Run in C(C)O (ethanol). Product: ClC1=C(C(=O)N2CC3=C(N=NC(=C3)NN)CC2)C=CC=C1 (6-(o-Chlorobenzoyl)-3-hydrazino-5,6,7,8-tetrahydropyrido[4,3-c]pyridazine). Reaction SMILES: ClC1C=CC=CC=1C([C:6]1[N:11]=[N:10][C:9]2[CH2:12][CH2:13][NH:14][CH2:15][C:8]=2[CH:7]=1)=O.C(O)(=O)/C=C\C(O)=O.ClC1[N:34]=[N:33]C2CCNCC=2C=1.[Cl:39][C:40]1[CH:48]=[CH:47][CH:46]=[CH:45][C:41]=1[C:42](Cl)=[O:43]>C(O)C>[Cl:39][C:40]1[CH:48]=[CH:47][CH:46]=[CH:45][C:41]=1[C:42]([N:14]1[CH2:13][CH2:12][C:9]2[N:10]=[N:11][C:6]([NH:33][NH2:34])=[CH:7][C:8]=2[CH2:15]1)=[O:43] |f:1.2|. Procedure details: The 3-chloro-6-(o-chlorobenzoyl-5,6,7,8-tetrahydropyrido[4,3-c]pyridazine, required as starting material, may be obtained in a manner analogous to that described in Example 8 (g), from 28.5 g of 3-chloro-5,6,7,8-tetrahydropyrido[4,3-c]pyridazine maleate and 16.9 g of o-chlorobenzoyl chloride. M.P. 97°-99° (decomp., from 95% ethanol). Starting materials: O=C1N2CCC3=C(C2=C(C=C1C1=CC=CC=C1)C(=O)N1CCC(CC1)O)SC=C3 (1-[(4,5-dihydro-7-oxo-8-phenyl-7H-thieno[2,3-a]quinolizin-10-yl)carbonyl]-4-piperidinol), [Cr](=O)(=O)([O-])Cl.[NH+]1=CC=CC=C1 (pyridinium chlorochromate). The solvent is C(Cl)Cl (methylene chloride). The product is O=C1N2CCC3=C(C2=C(C=C1C1=CC=CC=C1)C(=O)N1CCC(CC1)=O)SC=C3 (1-[(4,5-dihydro-7-oxo-8-phenyl-7H-thieno[2,3-a]-quinolizin-10-yl)carbonyl]-4-piperidinone). RXN SMILES: [O:1]=[C:2]1[C:11]([C:12]2[CH:17]=[CH:16][CH:15]=[CH:14][CH:13]=2)=[CH:10][C:9]([C:18]([N:20]2[CH2:25][CH2:24][CH:23]([OH:26])[CH2:22][CH2:21]2)=[O:19])=[C:8]2[N:3]1[CH2:4][CH2:5][C:6]1[CH:29]=[CH:28][S:27][C:7]=12.[Cr](Cl)([O-])(=O)=O.[NH+]1C=CC=CC=1>C(Cl)Cl>[O:1]=[C:2]1[C:11]([C:12]2[CH:13]=[CH:14][CH:15]=[CH:16][CH:17]=2)=[CH:10][C:9]([C:18]([N:20]2[CH2:21][CH2:22][C:23](=[O:26])[CH2:24][CH2:25]2)=[O:19])=[C:8]2[N:3]1[CH2:4][CH2:5][C:6]1[CH:29]=[CH:28][S:27][C:7]=12 |f:1.2|. Procedure details: A solution of 100 mg of 1-[(4,5-dihydro-7-oxo-8-phenyl-7H-thieno[2,3-a]quinolizin-10-yl)carbonyl]-4-piperidinol in 5 ml of methylene chloride was treated with 51 mg of pyridinium chlorochromate. After the reaction was completed, the solvent was evaporated in vacuo and the residue was chromatographed over silica gel. The product was recrystallized from diethyl ether and there was obtained 1-[(4,5-dihydro-7-oxo-8-phenyl-7H-thieno[2,3-a]-quinolizin-10-yl)carbonyl]-4-piperidinone of m.p. 218°-220°.